Dataset: the Open Reaction Database (ORD), a public repository of structured organic reaction records. Task: describe an organic reaction: reactants, conditions, products, and yield The reactants are NC1[C@@H]2N(C(=CC(S2)C)C(=O)O)C1=O (7-amino-2-methyl-3-cephem-4-carboxylic acid), C[Si](C)(C)CC(=O)N (trimethylsilylacetamide), P(=O)(Cl)(Cl)Cl (phosphoryl chloride), C(=O)NC=1SC(=C(N1)C(C(=O)O)=NOC)Br (2-(2-formamido-5-bromothiazol-4-yl)-2-methoxyiminoacetic acid). The solvent is C(C)(=O)OCC (ethyl acetate), C(C)(=O)OCC (ethyl acetate), CN(C=O)C (dimethylformamide). The product is C(=O)NC=1SC(=C(N1)C(C(=O)NC1[C@@H]2N(C(=CC(S2)C)C(=O)O)C1=O)=NOC)Br (7-[2-(2-formamido-5-bromothiazol-4-yl)-2-methoxyiminoacetamido]-2-methyl-3-cephem-4-carboxylic acid). Isolated yield 78.6%. RXN SMILES: [NH2:1][CH:2]1[C:13](=[O:14])[N:4]2[C:5]([C:10]([OH:12])=[O:11])=[CH:6][CH:7]([CH3:9])[S:8][C@H:3]12.C[Si](CC(N)=O)(C)C.P(Cl)(Cl)(Cl)=O.[CH:28]([NH:30][C:31]1[S:32][C:33]([Br:43])=[C:34]([C:36](=[N:40][O:41][CH3:42])[C:37](O)=[O:38])[N:35]=1)=[O:29]>C(OCC)(=O)C.CN(C)C=O>[CH:28]([NH:30][C:31]1[S:32][C:33]([Br:43])=[C:34]([C:36](=[N:40][O:41][CH3:42])[C:37]([NH:1][CH:2]2[C:13](=[O:14])[N:4]3[C:5]([C:10]([OH:12])=[O:11])=[CH:6][CH:7]([CH3:9])[S:8][C@H:3]23)=[O:38])[N:35]=1)=[O:29]. Reported procedure: A solution of 7-amino-2-methyl-3-cephem-4-carboxylic acid (1.0 g.) and trimethylsilylacetamide (3.7 g.) in dry ethyl acetate (30 ml.) and a solution of dimethylformamide (0.47 ml.), phosphoryl chloride (0.56 ml.) and 2-(2-formamido-5-bromothiazol-4-yl)-2-methoxyiminoacetic acid (syn isomer, 1.6 g.) in dry ethyl acetate (11.6 ml.) were treated in a similar manner to that of Example 1-(1) to give 7-[2-(2-formamido-5-bromothiazol-4-yl)-2-methoxyiminoacetamido]-2-methyl-3-cephem-4-carboxylic acid (s... Starting materials: CCc1cnc(N2CCC(ON=C3CCN(c4cc(F)c(CC(=O)O)cc4F)CC3)CC2)nc1, ClCCCl, CO, CN1CCC(N)CC1, On1nnc2ccccc21. The product is CCc1cnc(N2CCC(ON=C3CCN(c4cc(F)c(CC(=O)NC5CCN(C)CC5)cc4F)CC3)CC2)nc1. RXN SMILES: [CH2:1]([CH3:2])[c:3]1[cH:4][n:5][c:6]([N:9]2[CH2:10][CH2:11][CH:12]([O:15][N:16]=[C:17]3[CH2:18][CH2:19][N:20]([c:23]4[cH:24][c:25]([F:34])[c:26]([CH2:30][C:31](=[O:32])[OH:33])[cH:27][c:28]4[F:29])[CH2:21][CH2:22]3)[CH2:13][CH2:14]2)[n:7][cH:8]1.[CH2:53]([Cl:54])[CH2:55][Cl:56].[CH3:57][OH:58].[NH2:35][CH:36]1[CH2:37][CH2:38][N:39]([CH3:42])[CH2:40][CH2:41]1.[OH:43][n:44]1[c:45]2[c:46]([cH:47][cH:48][cH:49][cH:50]2)[n:51][n:52]1>>[CH2:1]([CH3:2])[c:3]1[cH:4][n:5][c:6]([N:9]2[CH2:10][CH2:11][CH:12]([O:15][N:16]=[C:17]3[CH2:18][CH2:19][N:20]([c:23]4[cH:24][c:25]([F:34])[c:26]([CH2:30][C:31](=[O:33])[NH:35][CH:36]5[CH2:37][CH2:38][N:39]([CH3:42])[CH2:40][CH2:41]5)[cH:27][c:28]4[F:29])[CH2:21][CH2:22]3)[CH2:13][CH2:14]2)[n:7][cH:8]1. Starting materials: ClCCCC(=O)Cl (4-chlorobutyryl chloride), CN(C1=CC=CC=C1)C (N,N-dimethylaniline), C(C)(C)(C)O (tert-butanol). Solvent: C(C)OCC (ethyl ether), CCOCC (ether). Yields the product ClCCCC(=O)OC(C)(C)C (tert-Butyl 4-chlorobutyrate). RXN SMILES: [Cl:1][CH2:2][CH2:3][CH2:4][C:5](Cl)=[O:6].CN(C)C1C=CC=CC=1.[C:17]([OH:21])([CH3:20])([CH3:19])[CH3:18]>C(OCC)C>[Cl:1][CH2:2][CH2:3][CH2:4][C:5]([O:21][C:17]([CH3:20])([CH3:19])[CH3:18])=[O:6]. Reported procedure: A mixture of 4-chlorobutyryl chloride (93 g, 0.66 mol), N,N-dimethylaniline (80 g, 0.66 mol) and tert-butanol (0.66 mol) in ethyl ether (100 mL) was refluxed for 5 h. The reaction was cooled, diluted with ether and washed with water, 10% citric acid, saturated NaCl and dried over Na2SO4. Crude product obtained after evaporation of the solvent was distilled under vacuum (10 mmHg). Pure product (79 g, 67%) boiling at 57-58° C. was collected. 1H NMR (DMSO-d6) δ 3.64 (t, J=7 Hz, 2H), 2.35 (t, J=7 Hz... The reactants are FC=1C=C2C(C(NC2=CC1)=O)=O (5-fluoroisatin), solution, FC=1C=C2C(C(NC2=CC1)=O)=O (5-fluoro-2,3-indoledione), C(CC(=O)O)(=O)O (malonic acid). The solvent is C(C)(=O)O (acetic acid), C(=O)(O)[O-].[Na+] (NaHCO3). The product is FC=1C=C2C(=CC(=NC2=CC1)O)C(=O)O (6-Fluoro-2-hydroxy-quinoline-4-carboxylic acid). The yield is 54.0%. As a reaction SMILES: [F:1][C:2]1[CH:3]=[C:4]2[C:8](=[CH:9][CH:10]=1)[NH:7][C:6](=[O:11])[C:5]2=O.C(O)(=O)[CH2:14][C:15]([OH:17])=[O:16]>C(O)(=O)C.C([O-])(O)=O.[Na+]>[F:1][C:2]1[CH:3]=[C:4]2[C:8](=[CH:9][CH:10]=1)[N:7]=[C:6]([OH:11])[CH:5]=[C:14]2[C:15]([OH:17])=[O:16] |f:3.4|. Reported procedure: A stirred suspension of 5-fluoroisatin, also known as 5-fluoro-2,3-indoledione, available from Sigma-Aldrich (10.00 g, 61 mmol) and malonic acid (18.91 g, 182 mmol) in acetic acid (400 ml) was refluxed for 16 h. Acetic acid was removed under reduced pressure, the residue was suspended in water (400 ml), filtered and washed with water (300 ml) to give a brown solid. The solid was stirred in NaHCO3 saturated aqueous solution (800 ml) and the insoluble material was filtered off. The filtrate was ac...